describe an organic reaction: reactants, conditions, products, and yield From a dataset of the Open Reaction Database (ORD), a public repository of structured organic reaction records. Reactants: C1CCOC1, CN, CSc1ncc2cc(-c3cc(NC(=O)Nc4cc(C(C)C)on4)c(F)cc3C)c(=O)n(C)c2n1. Product: CNc1ncc2cc(-c3cc(NC(=O)Nc4cc(C(C)C)on4)c(F)cc3C)c(=O)n(C)c2n1. As a reaction SMILES: [CH2:37]1[O:38][CH2:39][CH2:40][CH2:41]1.[CH3:35][NH2:36].[F:1][c:2]1[c:3]([NH:23][C:24](=[O:25])[NH:26][c:27]2[n:28][o:29][c:30]([CH:32]([CH3:33])[CH3:34])[cH:31]2)[cH:4][c:5](-[c:9]2[cH:10][c:11]3[c:12]([n:13][c:14]([S:17][CH3:18])[n:15][cH:16]3)[n:19]([CH3:22])[c:20]2=[O:21])[c:6]([CH3:8])[cH:7]1>>[F:1][c:2]1[c:3]([NH:23][C:24](=[O:25])[NH:26][c:27]2[n:28][o:29][c:30]([CH:32]([CH3:33])[CH3:34])[cH:31]2)[cH:4][c:5](-[c:9]2[cH:10][c:11]3[c:12]([n:13][c:14]([NH:36][CH3:35])[n:15][cH:16]3)[n:19]([CH3:22])[c:20]2=[O:21])[c:6]([CH3:8])[cH:7]1. Reactants: C(C1=CC=CC=C1)OC=1C=C2C=3CC(NCC3NC2=CC1)C (6-benzyloxy-3-methyl-2,3,4,9-tetrahydro-1H-β-carboline). The reagents and catalysts are [Pd] (Pd/C). Run in C(C)O (ethanol), C(C)O (ethanol). Run at time 16 hour. Product: CC1NCC=2NC3=CC=C(C=C3C2C1)O (3-methyl-2,3,4,9-tetrahydro-1H-β-carbolin-6-ol). The yield is 72.3%. Reaction SMILES: C([O:8][C:9]1[CH:10]=[C:11]2[C:19](=[CH:20][CH:21]=1)[NH:18][C:17]1[CH2:16][NH:15][CH:14]([CH3:22])[CH2:13][C:12]2=1)C1C=CC=CC=1>C(O)C.[Pd]>[CH3:22][CH:14]1[CH2:13][C:12]2[C:11]3[C:19](=[CH:20][CH:21]=[C:9]([OH:8])[CH:10]=3)[NH:18][C:17]=2[CH2:16][NH:15]1. Procedure: A solution of 6-benzyloxy-3-methyl-2,3,4,9-tetrahydro-1H-β-carboline (60 mg) in ethanol (4 mL) was added to a suspension of 10% Pd/C (100 mg) in ethanol (10 mL). The mixture was stirred at rt for 16 h under an atmosphere of hydrogen. The mixture was filtered through celite and evaporation of the filtrate yielded 3-methyl-2,3,4,9-tetrahydro-1H-β-carbolin-6-ol (30 mg). Reactants: COCCOC, FC(F)(F)c1ccc(CBr)cc1, CCOC(=O)CC(=O)c1cccc(F)c1, [H-], [Na+], O. Yields the product CCOC(=O)C(Cc1ccc(C(F)(F)F)cc1)C(=O)c1cccc(F)c1. As a reaction SMILES: [CH3:31][O:32][CH2:33][CH2:34][O:35][CH3:36].[F:18][C:19]([c:20]1[cH:21][cH:22][c:23]([CH2:24][Br:25])[cH:26][cH:27]1)([F:28])[F:29].[F:1][c:2]1[cH:3][c:4]([C:8]([CH2:9][C:10](=[O:11])[O:12][CH2:13][CH3:14])=[O:15])[cH:5][cH:6][cH:7]1.[H-:16].[Na+:17].[OH2:30]>>[F:1][c:2]1[cH:3][c:4]([C:8]([CH:9]([C:10](=[O:11])[O:12][CH2:13][CH3:14])[CH2:24][c:23]2[cH:22][cH:21][c:20]([C:19]([F:18])([F:28])[F:29])[cH:27][cH:26]2)=[O:15])[cH:5][cH:6][cH:7]1. Starting materials: COc1ccc2c(c1)C(=O)CC(C)(C)O2, CN(C)C=O, [F-], [K+], O=Cc1cccc([N+](=O)[O-])c1, CO[Si](OC)(OC)OC. Product: COc1ccc2c(c1)C(=O)C(=Cc1cccc([N+](=O)[O-])c1)C(C)(C)O2. As a reaction SMILES: [CH3:1][O:2][c:3]1[cH:4][c:5]2[c:10]([cH:11][cH:12]1)[O:9][C:8]([CH3:13])([CH3:14])[CH2:7][C:6]2=[O:15].[CH3:38][N:39]([CH3:40])[CH:41]=[O:42].[F-:25].[K+:26].[N+:27](=[O:28])([O-:29])[c:30]1[cH:31][c:32]([CH:33]=[O:34])[cH:35][cH:36][cH:37]1.[Si:16]([O:17][CH3:18])([O:19][CH3:20])([O:21][CH3:22])[O:23][CH3:24]>>[CH3:1][O:2][c:3]1[cH:4][c:5]2[c:10]([cH:11][cH:12]1)[O:9][C:8]([CH3:13])([CH3:14])[C:7](=[CH:33][c:32]1[cH:31][c:30]([N+:27](=[O:28])[O-:29])[cH:37][cH:36][cH:35]1)[C:6]2=[O:15]. Reactants: NC=1C=C2C(=C(C=NC2=CC1)C#N)NC1=CC(=CC=C1)OC (6-amino-4-[(3-methoxyphenyl)amino]-3-quinolinecarbonitrile), anhydride, ClC(=O)OCC(C)C (isobutyl chloroformate), CN1CCOCC1 (N-methylmorpholine), acid, O (water). Run in CN(C)C=O (DMF), C1CCOC1 (THF), C1CCOC1 (THF). Conditions: temperature 0 celsius, time 10 minute. The product is C(#N)C=1C=NC2=CC=C(C=C2C1NC1=CC(=CC=C1)OC)NC(C#CC)=O (N-{3-Cyano-4-[(3-methoxyphenyl)amino]-6-quinolinyl}-2-butynamide). Yield: 44.0%. As a reaction SMILES: ClC([O:4][CH2:5][CH:6]([CH3:8])C)=O.[CH3:9]N1CCOCC1.[NH2:16][C:17]1[CH:18]=[C:19]2[C:24](=[CH:25][CH:26]=1)[N:23]=[CH:22][C:21]([C:27]#[N:28])=[C:20]2[NH:29][C:30]1[CH:35]=[CH:34][CH:33]=[C:32]([O:36][CH3:37])[CH:31]=1.O>C1COCC1.CN(C=O)C>[C:27]([C:21]1[CH:22]=[N:23][C:24]2[C:19]([C:20]=1[NH:29][C:30]1[CH:35]=[CH:34][CH:33]=[C:32]([O:36][CH3:37])[CH:31]=1)=[CH:18][C:17]([NH:16][C:5](=[O:4])[C:6]#[C:8][CH3:9])=[CH:26][CH:25]=2)#[N:28]. Procedure: Dissolved 362 mg (4.31 mmol) acid in 20 ml THF under N2 and chilled to 0° C. Added 560 μl (4.30 mmol) isobutyl chloroformate and 475 μl (4.31 mmol) N-methylmorpholine and stirred for 10 minutes. Dissolved 500 mg (1.72 mmol) 6-amino-4-[(3-methoxyphenyl)amino]-3-quinolinecarbonitrile in 2 ml hot DMF and added 10 ml THF. Added this to the mixed anhydride dropwise, stirred for 15 minutes at 0° C. and at 25° C. overnight. Stripped solvent, slurried residue with water, collected solids, and air dried.... Starting materials: O=C([O-])[O-], Cc1c[nH]cn1, Nc1cccc(Cl)c1[N+](=O)[O-], [K+], [K+], CN(C)C=O. The product is Cc1cn(-c2cccc(N)c2[N+](=O)[O-])cn1. As a reaction SMILES: [C:12](=[O:13])([O-:14])[O-:15].[CH3:18][c:19]1[n:20][cH:21][nH:22][cH:23]1.[Cl:1][c:2]1[c:3]([N+:9](=[O:10])[O-:11])[c:4]([NH2:5])[cH:6][cH:7][cH:8]1.[K+:16].[K+:17].[O:24]=[CH:25][N:26]([CH3:27])[CH3:28]>>[c:2]1(-[n:22]2[cH:21][n:20][c:19]([CH3:18])[cH:23]2)[c:3]([N+:9](=[O:10])[O-:11])[c:4]([NH2:5])[cH:6][cH:7][cH:8]1. Reactants: C(C)(=O)O (acetic acid), C1(=CC=CC=C1)C (toluene), C(C)OC(=O)C1=C(N(C(=C1)C1=CC=CC=C1)NC(=O)OCC[Si](C)(C)C)C1=CC=CC2=CC=CC=C12 (2-Naphthalen-1-yl-5-phenyl-1-(2-trimethylsilanyl-ethoxycarbonylamino)-1H-pyrrole-3-carboxylic acid ethyl ester), CCCC[N+](CCCC)(CCCC)CCCC.[F-] (TBAF), solution. Run in C1CCOC1 (THF). Reaction conditions: time 8 hour. Product: C(C)OC(=O)C1=C(N(C(=C1)C1=CC=CC=C1)N)C1=CC=CC2=CC=CC=C12 (1-Amino-2-naphthalen-1-yl-5-phenyl-1H-pyrrole-3-carboxylic acid ethyl ester). Isolated yield 93.7%. Reaction SMILES: [CH2:1]([O:3][C:4]([C:6]1[CH:10]=[C:9]([C:11]2[CH:16]=[CH:15][CH:14]=[CH:13][CH:12]=2)[N:8]([NH:17]C(OCC[Si](C)(C)C)=O)[C:7]=1[C:27]1[C:36]2[C:31](=[CH:32][CH:33]=[CH:34][CH:35]=2)[CH:30]=[CH:29][CH:28]=1)=[O:5])[CH3:2].CCCC[N+](CCCC)(CCCC)CCCC.[F-].C(O)(=O)C.C1(C)C=CC=CC=1>C1COCC1>[CH2:1]([O:3][C:4]([C:6]1[CH:10]=[C:9]([C:11]2[CH:12]=[CH:13][CH:14]=[CH:15][CH:16]=2)[N:8]([NH2:17])[C:7]=1[C:27]1[C:36]2[C:31](=[CH:32][CH:33]=[CH:34][CH:35]=2)[CH:30]=[CH:29][CH:28]=1)=[O:5])[CH3:2] |f:1.2|. Reported procedure: 2-Naphthalen-1-yl-5-phenyl-1-(2-trimethylsilanyl-ethoxycarbonylamino)-1H-pyrrole-3-carboxylic acid ethyl ester (608 mg, 1.3 mmol) was treated with a solution of TBAF in THF (2.66 mL of a 1 M solution, 2.7 mmol). The resulting solution was stirred at rt under Ar overnight. The reaction was quenched with glacial acetic acid (145 μL, 2.5 mmol), and passed through a short plug of silica gel eluting with toluene. The filtrate was concentrated in vacuo to afford 1-Amino-2-naphthalen-1-yl-5-phenyl-1H-p... Run at temperature 110 celsius. Product: C(C1=CC=CC=C1)OC1=C(C=CC(=C1)C=1C=NN(C1)CCC)N1C(CNS1(=O)=O)=O (5-[2-Benzyloxy-4-(1-propyl-1H-pyrazol-4-yl)-phenyl]-1,1-dioxo-1,2,5-thiadiazolidin-4-one). Reaction SMILES: [CH2:1]([O:8][C:9]1[CH:14]=[C:13](I)[CH:12]=[CH:11][C:10]=1[N:16]1[S:20](=[O:22])(=[O:21])[NH:19][C:18](=O)[CH2:17]1)[C:2]1[CH:7]=[CH:6][CH:5]=[CH:4][CH:3]=1.[CH2:24]([N:27]1[CH:31]=[C:30](B2OC(C)(C)C(C)(C)O2)[CH:29]=[N:28]1)[CH2:25][CH3:26].C([O-])([O-])=[O:42].[Na+].[Na+]>COCCOC>[CH2:1]([O:8][C:9]1[CH:14]=[C:13]([C:30]2[CH:29]=[N:28][N:27]([CH2:24][CH2:25][CH3:26])[CH:31]=2)[CH:12]=[CH:11][C:10]=1[N:16]1[S:20](=[O:22])(=[O:21])[NH:19][CH2:18][C:17]1=[O:42])[C:2]1[CH:7]=[CH:6][CH:5]=[CH:4][CH:3]=1 |f:2.3.4|. Solvent: COCCOC (DME). Procedure: A mixture of 5-(2-benzyloxy-4-iodophenyl)-1,1-dioxo-1,2,5-thiadiazolidin-3-one (100 mg, 0.225 mmol), 1-propyl-4-(4,4,5,5-tetramethyl-[1,3,2]dioxaborolan-2-yl)-1H-pyrazole (106 mg, 0.45 mmol), resin-bound PPh3Pd (177 mg, loading 0.13 mmol/g) and aqueous Na2CO3 (0.45 mL of a 2M solution) in DME (3 mL) is heated in a microwave apparatus at 110° C. for 10 min. The mixture is filtered and the solvent removed under reduced pressure to give the title compound which is used directly in the next step. Starting materials: C(C1=CC=CC=C1)OC1=C(C=CC(=C1)I)N1CC(NS1(=O)=O)=O (5-(2-benzyloxy-4-iodophenyl)-1,1-dioxo-1,2,5-thiadiazolidin-3-one), C(CC)N1N=CC(=C1)B1OC(C(O1)(C)C)(C)C (1-propyl-4-(4,4,5,5-tetramethyl-[1,3,2]dioxaborolan-2-yl)-1H-pyrazole), C(=O)([O-])[O-].[Na+].[Na+] (Na2CO3), solution. Reactants: C(C)(=O)O[C@H]1[C@H](O[C@@H]([C@H]([C@@H]1OC(C)=O)OC(C)=O)COC(C)=O)Br (2,3,4,6-tetra-O-acetyl-α-glucopyranosyl bromide), glucuronide, C/C(/CO)=C\CN1C(C=2C(C1=O)=CC=CC2)=O (E-2-methyl-4-phthalimidobut-2-enol), CdCO3. Solvent: C1(=CC=CC=C1)C (toluene), C1(=CC=CC=C1)C (toluene). Product: C(C)(=O)O[C@H]1[C@H](OC\C(=C\CN2C(C=3C(C2=O)=CC=CC3)=O)\C)O[C@@H]([C@H]([C@@H]1OC(C)=O)OC(C)=O)COC(C)=O (E-2-Methyl-4-phthalimidobut-2-enyl 2,3,4,6-tetra O-acetyl-β-D-glucopyranoside). RXN SMILES: [CH3:1]/[C:2](=[CH:5]\[CH2:6][N:7]1[C:11](=[O:12])[C:10]2=[CH:13][CH:14]=[CH:15][CH:16]=[C:9]2[C:8]1=[O:17])/[CH2:3][OH:4].[C:18]([O:21][C@@H:22]1[C@@H:27]([O:28][C:29](=[O:31])[CH3:30])[C@H:26]([O:32][C:33](=[O:35])[CH3:34])[C@@H:25]([CH2:36][O:37][C:38](=[O:40])[CH3:39])[O:24][C@@H:23]1Br)(=[O:20])[CH3:19]>C1(C)C=CC=CC=1>[C:18]([O:21][C@@H:22]1[C@@H:27]([O:28][C:29](=[O:31])[CH3:30])[C@H:26]([O:32][C:33](=[O:35])[CH3:34])[C@@H:25]([CH2:36][O:37][C:38](=[O:40])[CH3:39])[O:24][C@H:23]1[O:4][CH2:3]/[C:2](/[CH3:1])=[CH:5]/[CH2:6][N:7]1[C:8](=[O:17])[C:9]2=[CH:16][CH:15]=[CH:14][CH:13]=[C:10]2[C:11]1=[O:12])(=[O:20])[CH3:19]. Procedure: The general procedure of glucuronide formation of R. B. Conrow and S. Bernstein, 1971, supra, was followed. A mixture of 11 g (0.048 mol) of E-2-methyl-4-phthalimidobut-2-enol (mp 104°-105°, J. Corse and J. Kuhnle, Synthesis 618-619 (1972) and 17.2 g of CdCO3 (Johnson and Matthey, Seabrook, N. H.) in 1200 mL of toluene was dried by distilling about 200 mL of toluene from the flask (stirring). A solution of 39.7 g (0.1 mol) of 2,3,4,6-tetra-O-acetyl-α-glucopyranosyl bromide (acetobromoglucose) in...